The task is: describe an organic reaction: reactants, conditions, products, and yield. This data is from the Open Reaction Database (ORD), a public repository of structured organic reaction records. Starting materials: CN(C)\C=C\1/C(C2=CC=CC=C2[C@@H](C1)C1=C(C=CC=C1)F)=O ((R,Z)-2-((dimethylamino)methylene)-4-(2-fluorophenyl)-3,4-dihydronaphthalen-1(2H)-one), N(C(=N)N)C1=CC=C(C=C1)N1CCN(CC1)C(=O)OCC1=CC=CC=C1 (benzyl 4-(4-guanidinophenyl)piperazine-1-carboxylate). The product is FC1=C(C=CC=C1)[C@@H]1CC=2C=NC(=NC2C2=C1C=CC=C2)NC2=CC=C(C=C2)N2CCN(CC2)C(=O)OCC2=CC=CC=C2 ((R)-benzyl 4-(4-(6-(2-fluorophenyl)-5,6-dihydrobenzo[h]quinazolin-2-ylamino)phenyl)piperazine-1-carboxylate). Reaction SMILES: CN(/[CH:4]=[C:5]1\[C:6](=O)[C:7]2[C:12]([C@H:13]([C:15]3[CH:20]=[CH:19][CH:18]=[CH:17][C:16]=3[F:21])[CH2:14]\1)=[CH:11][CH:10]=[CH:9][CH:8]=2)C.[NH:23]([C:27]1[CH:32]=[CH:31][C:30]([N:33]2[CH2:38][CH2:37][N:36]([C:39]([O:41][CH2:42][C:43]3[CH:48]=[CH:47][CH:46]=[CH:45][CH:44]=3)=[O:40])[CH2:35][CH2:34]2)=[CH:29][CH:28]=1)[C:24]([NH2:26])=[NH:25]>>[F:21][C:16]1[CH:17]=[CH:18][CH:19]=[CH:20][C:15]=1[C@H:13]1[C:12]2[CH:11]=[CH:10][CH:9]=[CH:8][C:7]=2[C:6]2[N:26]=[C:24]([NH:23][C:27]3[CH:32]=[CH:31][C:30]([N:33]4[CH2:34][CH2:35][N:36]([C:39]([O:41][CH2:42][C:43]5[CH:44]=[CH:45][CH:46]=[CH:47][CH:48]=5)=[O:40])[CH2:37][CH2:38]4)=[CH:29][CH:28]=3)[N:25]=[CH:4][C:5]=2[CH2:14]1. Procedure: This was synthesized by using (R,Z)-2-((dimethylamino)methylene)-4-(2-fluorophenyl)-3,4-dihydronaphthalen-1(2H)-one and benzyl 4-(4-guanidinophenyl)piperazine-1-carboxylate as described in general procedure 1. LCMS m/e 586 (M+H). RXN SMILES: [CH3:1][c:2]1[c:3]([CH:7]=[C:8]2[C:9](=[O:17])[NH:10][c:11]3[cH:12][cH:13][cH:14][cH:15][c:16]32)[o:4][cH:5][cH:6]1.[O:18]=[C:19]1[N:20]([Br:25])[C:21](=[O:22])[CH2:23][CH2:24]1.[O:27]=[CH:28][N:29]([CH3:30])[CH3:31].[OH2:26]>>[CH3:1][c:2]1[c:3]([CH:7]=[C:8]2[C:9](=[O:17])[NH:10][c:11]3[cH:12][cH:13][cH:14][cH:15][c:16]32)[o:4][c:5]([Br:25])[cH:6]1. The product is Cc1cc(Br)oc1C=C1C(=O)Nc2ccccc21. Starting materials: Cc1ccoc1C=C1C(=O)Nc2ccccc21, O=C1CCC(=O)N1Br, CN(C)C=O, O. Starting materials: ClC1=CC=C(C=C1)C=1SC(=C(N1)C)COC1CNCCC1 (3-[[2-(4-chlorophenyl)-4-methylthiazol-5-yl]methoxy]piperidine), COC(=O)C=1C=C(C=CC1)OB(O)O (3-(methoxycarbonyl)phenylboric acid). Product: ClC1=CC=C(C=C1)C=1SC(=C(N1)C)COC1CN(CCC1)C=1C=C(C(=O)OC)C=CC1 (Methyl 3-[3-[[2-(4-chlorophenyl)-4-methylthiazol-5-yl]methoxy]piperidin-1-yl]benzoate). The yield is 71.8%. RXN SMILES: [Cl:1][C:2]1[CH:7]=[CH:6][C:5]([C:8]2[S:9][C:10]([CH2:14][O:15][CH:16]3[CH2:21][CH2:20][CH2:19][NH:18][CH2:17]3)=[C:11]([CH3:13])[N:12]=2)=[CH:4][CH:3]=1.[CH3:22][O:23][C:24]([C:26]1[CH:27]=[C:28](OB(O)O)[CH:29]=[CH:30][CH:31]=1)=[O:25]>>[Cl:1][C:2]1[CH:7]=[CH:6][C:5]([C:8]2[S:9][C:10]([CH2:14][O:15][CH:16]3[CH2:21][CH2:20][CH2:19][N:18]([C:30]4[CH:31]=[C:26]([CH:27]=[CH:28][CH:29]=4)[C:24]([O:23][CH3:22])=[O:25])[CH2:17]3)=[C:11]([CH3:13])[N:12]=2)=[CH:4][CH:3]=1. Procedure: Using 3-[[2-(4-chlorophenyl)-4-methylthiazol-5-yl]methoxy]piperidine (60.2 mg, 0.186 mmol) and 3-(methoxycarbonyl)phenylboric acid (66.9 mg, 0.372 mmol), the same procedure was followed as in Example 2 to give 61.0 mg (72%) of the desired compound as a colorless oil. Starting materials: CCN(CC)CCNC(=O)c1cc([N+](=O)[O-])cc(C)c1OC, CO, [H][H], O=[Pt]. Yields the product CCN(CC)CCNC(=O)c1cc(N)cc(C)c1OC. Reaction SMILES: [CH2:1]([CH3:2])[N:3]([CH2:4][CH3:5])[CH2:6][CH2:7][NH:8][C:9]([c:10]1[c:11]([O:20][CH3:21])[c:12]([CH3:19])[cH:13][c:14]([N+:16]([O-:17])=[O:18])[cH:15]1)=[O:22].[CH3:27][OH:28].[H:23][H:24].[Pt:25]=[O:26]>>[CH2:1]([CH3:2])[N:3]([CH2:4][CH3:5])[CH2:6][CH2:7][NH:8][C:9]([c:10]1[c:11]([O:20][CH3:21])[c:12]([CH3:19])[cH:13][c:14]([NH2:16])[cH:15]1)=[O:22]. Starting materials: CI (Methyl iodide), CCCCCC (hexane), [H-].[Na+] (Sodium hydride), CC(CN1C(=NC=2C=NC=3C=CC=CC3C21)C)O (α,2-dimethyl-1H-imidazo[4,5-c]quinoline-1-ethanol). The solvent is O1CCCC1 (tetrahydrofuran), O (water). The product is COC(CN1C(=NC=2C=NC=3C=CC=CC3C21)C)C (1-(2-Methoxypropyl)-2-methyl-1H-imidazo[4,5-c]quinoline). RXN SMILES: [H-].[Na+].[CH3:3][CH:4]([OH:20])[CH2:5][N:6]1[C:18]2[C:17]3[CH:16]=[CH:15][CH:14]=[CH:13][C:12]=3[N:11]=[CH:10][C:9]=2[N:8]=[C:7]1[CH3:19].CI.[CH3:23]CCCCC>O1CCCC1.O>[CH3:23][O:20][CH:4]([CH3:3])[CH2:5][N:6]1[C:18]2[C:17]3[CH:16]=[CH:15][CH:14]=[CH:13][C:12]=3[N:11]=[CH:10][C:9]=2[N:8]=[C:7]1[CH3:19] |f:0.1|. Procedure details: Sodium hydride (1 g of 60% ) was added to a suspension of 5 g (0.021 mole) of α,2-dimethyl-1H-imidazo[4,5-c]quinoline-1-ethanol in 100 mL of tetrahydrofuran. The resulting mixture was stirred for an hour. Methyl iodide (1.55 mL; 0.025 mole) was added and the reaction mixture was stirred for an hour. The reaction mixture was diluted with water then extracted three times with ethyl acetate. The ethyl acetate extracts were combined, dried over magnesium sulfate then concentrated under vacuum to pro...